Dataset: the Open Reaction Database (ORD), a public repository of structured organic reaction records. Task: describe an organic reaction: reactants, conditions, products, and yield Yields the product COC(=O)C(C)Nc1ccc2ccccc2c1. Reaction SMILES: [CH3:12][O:13][C:14](=[O:15])[C:16]([CH3:17])=[O:18].[NH2:1][c:2]1[cH:3][c:4]2[cH:5][cH:6][cH:7][cH:8][c:9]2[cH:10][cH:11]1>>[NH:1]([c:2]1[cH:3][c:4]2[cH:5][cH:6][cH:7][cH:8][c:9]2[cH:10][cH:11]1)[CH:16]([C:14]([O:13][CH3:12])=[O:15])[CH3:17]. The reactants are COC(=O)C(C)=O, Nc1ccc2ccccc2c1. Reactants: COC(C=1C=C(C(=O)NN)C=CC1)OC (3-dimethoxymethylbenzhydrazide), C(OC)([O-])[O-] (methyl orthoformate). Product: COC(C=1C=C(C=CC1)C=1OC=NN1)OC (2-(3-dimethoxymethylphenyl)-1,3,4-oxadiazole). The yield is 61.4%. Reaction SMILES: [CH3:1][O:2][CH:3]([O:14][CH3:15])[C:4]1[CH:5]=[C:6]([CH:11]=[CH:12][CH:13]=1)[C:7]([NH:9][NH2:10])=[O:8].[CH:16]([O-])([O-])OC>>[CH3:15][O:14][CH:3]([O:2][CH3:1])[C:4]1[CH:5]=[C:6]([C:7]2[O:8][CH:16]=[N:10][N:9]=2)[CH:11]=[CH:12][CH:13]=1. Reported procedure: 2.1 g of 3-dimethoxymethylbenzhydrazide and 12.7 g of methyl orthoformate were reacted at atmospheric pressure for 24 hours while distilling off the methanol formed. Excessive methyl orthoformate was removed by distillation under reduced pressure. The residue was purified by a column chromatography (eluant: n-hexane/ethyl acetate=3/1) to obtain 1.35 g of colorless oily 2-(3-dimethoxymethylphenyl)-1,3,4-oxadiazole. The reactants are C(C)(=O)O (acetic acid), C1(=CC=CC=C1)CC=1C=NC=CC1C(=S)OC (methyl 3-phenylmethylthiopyridine-4-carboxylate), [H-].[Na+] (sodium hydride). Run in O1CCCC1 (tetrahydrofuran), CN(C=O)C (N,N-dimethylformamide). Conditions: temperature 60 celsius, time 3 hour. Product: OC=1C2=C(SC1C1=CC=CC=C1)C=NC=C2 (3-Hydroxy-2-phenyl-6-azabenzo[b]thiophene). Yield: 38.0%. As a reaction SMILES: [C:1]1([CH2:7][C:8]2[CH:9]=[N:10][CH:11]=[CH:12][C:13]=2[C:14](OC)=[S:15])[CH:6]=[CH:5][CH:4]=[CH:3][CH:2]=1.[H-].[Na+].C(O)(=[O:22])C>O1CCCC1.CN(C)C=O>[OH:22][C:8]1[C:13]2[CH:12]=[CH:11][N:10]=[CH:9][C:14]=2[S:15][C:7]=1[C:1]1[CH:2]=[CH:3][CH:4]=[CH:5][CH:6]=1 |f:1.2|. Procedure details: A solution of 4.8 g (19 mmol) of methyl 3-phenylmethylthiopyridine-4-carboxylate in 10 mL of tetrahydrofuran was added to a slurry of 2.40 g (60 mmol) of 60% sodium hydride in 10 mL of N,N-dimethylformamide and the resulting mixture was stirred at 60° C. for 3 hours. The solution was poured onto ice water and acidified with glacial acetic acid. The filtrate was collected to afford 1.6 g (38%) of white solid. The reactants are C[O-], CO, FC(F)(F)c1ccn(-c2nc(Cl)cc(Cl)n2)n1, [Na+]. Product: COc1cc(Cl)nc(-n2ccc(C(F)(F)F)n2)n1. RXN SMILES: [CH3:18][O-:19].[CH3:21][OH:22].[Cl:1][c:2]1[n:3][c:4](-[n:9]2[n:10][c:11]([C:14]([F:15])([F:16])[F:17])[cH:12][cH:13]2)[n:5][c:6]([Cl:8])[cH:7]1.[Na+:20]>>[Cl:1][c:2]1[n:3][c:4](-[n:9]2[n:10][c:11]([C:14]([F:15])([F:16])[F:17])[cH:12][cH:13]2)[n:5][c:6]([O:19][CH3:18])[cH:7]1. Starting materials: Example 1, CS(=O)C (dimethyl sulfoxide), [OH-].[K+] (potassium hydroxide), C(C1=CC=CC=C1)OC1=C(C=CC(=C1)F)[N+](=O)[O-] (2-benzyloxy-4-fluoronitrobenzene). Run in O (water). Conditions: temperature 100 celsius. Yields the product C(C1=CC=CC=C1)OC=1C=C(C=CC1[N+](=O)[O-])OC1=CC(=C(C=C1)[N+](=O)[O-])OCC1=CC=CC=C1 (bis(3-benzyloxy-4-nitrophenyl) ether). RXN SMILES: CS(C)=O.[OH-:5].[K+].[CH2:7]([O:14][C:15]1[CH:20]=[C:19](F)[CH:18]=[CH:17][C:16]=1[N+:22]([O-:24])=[O:23])[C:8]1[CH:13]=[CH:12][CH:11]=[CH:10][CH:9]=1>O>[CH2:7]([O:14][C:15]1[CH:20]=[C:19]([O:5][C:19]2[CH:18]=[CH:17][C:16]([N+:22]([O-:24])=[O:23])=[C:15]([O:14][CH2:7][C:8]3[CH:13]=[CH:12][CH:11]=[CH:10][CH:9]=3)[CH:20]=2)[CH:18]=[CH:17][C:16]=1[N+:22]([O-:24])=[O:23])[C:8]1[CH:13]=[CH:12][CH:11]=[CH:10][CH:9]=1 |f:1.2|. Procedure details: 400 g of dimethyl sulfoxide and a solution of 37 g of potassium hydroxide (0.66 mol) in 400 ml:of water are warmed to 100° C. in a three-neck flask fitted with reflux condenser and stirrer. 163 g of the 5-fluoro-2-nitrophenyl benzyl ether prepared as described in Example 1 (0.66 mol) are then added in portions, and the mixture is then heated at 100° C. for 8 hours. After the mixture has been cooled to room temperature, a colorless reaction product precipitates; this is filtered off, washed with ... Starting materials: CN(C)c1cc2ccc(OCc3ccccc3)cc2s1, COc1cc(C(=O)O)ccc1O[Si](C(C)C)(C(C)C)C(C)C, O=C(Cl)C(=O)Cl, CC(Cl)Cl, [Na+], O=C([O-])O, CN(C)C=O. Yields the product COc1cc(C(=O)c2c(N(C)C)sc3cc(OCc4ccccc4)ccc23)ccc1O[Si](C(C)C)(C(C)C)C(C)C. As a reaction SMILES: [CH2:29]([c:30]1[cH:31][cH:32][cH:33][cH:34][cH:35]1)[O:36][c:37]1[cH:38][cH:39][c:40]2[c:41]([s:42][c:43]([N:45]([CH3:46])[CH3:47])[cH:44]2)[cH:48]1.[CH3:1][O:2][c:3]1[cH:4][c:5]([C:6](=[O:7])[OH:8])[cH:9][cH:10][c:11]1[O:12][Si:13]([CH:14]([CH3:15])[CH3:16])([CH:17]([CH3:18])[CH3:19])[CH:20]([CH3:21])[CH3:22].[Cl:23][C:24]([C:25]([Cl:26])=[O:27])=[O:28].[Cl:54][CH:55]([Cl:56])[CH3:57].[Na+:53].[O-:49][C:50]([OH:51])=[O:52].[O:58]=[CH:59][N:60]([CH3:61])[CH3:62]>>[CH3:1][O:2][c:3]1[cH:4][c:5]([C:6](=[O:7])[c:44]2[c:40]3[cH:39][cH:38][c:37]([O:36][CH2:29][c:30]4[cH:31][cH:32][cH:33][cH:34][cH:35]4)[cH:48][c:41]3[s:42][c:43]2[N:45]([CH3:46])[CH3:47])[cH:9][cH:10][c:11]1[O:12][Si:13]([CH:14]([CH3:15])[CH3:16])([CH:17]([CH3:18])[CH3:19])[CH:20]([CH3:21])[CH3:22]. Starting materials: C(C1=CC=CC=C1)OC1=NC=CC(=C1[N+](=O)[O-])C1=C(C=C(C=C1)OC)Cl (2-Benzyloxy-4-(2-chloro-4-methoxy-phenyl)-3-nitro-pyridine). Run in C(=O)(C(F)(F)F)O (TFA). Reaction conditions: time 4 hour. Product: ClC1=C(C=CC(=C1)OC)C1=C(C(NC=C1)=O)[N+](=O)[O-] (4-(2-chloro-4-methoxy-phenyl)-3-nitro-1H-pyridin-2-one). Yield: 104.2%. RXN SMILES: C([O:8][C:9]1[C:14]([N+:15]([O-:17])=[O:16])=[C:13]([C:18]2[CH:23]=[CH:22][C:21]([O:24][CH3:25])=[CH:20][C:19]=2[Cl:26])[CH:12]=[CH:11][N:10]=1)C1C=CC=CC=1>C(O)(C(F)(F)F)=O>[Cl:26][C:19]1[CH:20]=[C:21]([O:24][CH3:25])[CH:22]=[CH:23][C:18]=1[C:13]1[CH:12]=[CH:11][NH:10][C:9](=[O:8])[C:14]=1[N+:15]([O-:17])=[O:16]. Reported procedure: 2-Benzyloxy-4-(2-chloro-4-methoxy-phenyl)-3-nitro-pyridine (1.51 g, 4.07 mmol) was dissolved in TFA (20 mL) and stirred at room temperature for 4 h. The reaction mixture was concentrated, washed with toluene, and concentrated in vacuo to yield 1.19 g (100%) of 4-(2-chloro-4-methoxy-phenyl)-3-nitro-1H-pyridin-2-one as a solid: MS (AP) m/z 280.7 [(M+H)+, 100].